Dataset: the Open Reaction Database (ORD), a public repository of structured organic reaction records. Task: describe an organic reaction: reactants, conditions, products, and yield Starting materials: O.NN (hydrazine hydrate), COCC1(CC2=CC=CC=C2C1)N1C(C2=CC=CC=C2C1=O)=O (2-(2-methoxymethylindan-2-yl)-isoindole-1,3-dione), O.NN (hydrazine hydrate), O.NN (hydrazine hydrate). Run in C(C)O (ethanol). The product is COCC1(CC2=CC=CC=C2C1)N (2-methoxymethylindan-2-ylamine). RXN SMILES: [CH3:1][O:2][CH2:3][C:4]1([N:13]2C(=O)C3C(=CC=CC=3)C2=O)[CH2:12][C:11]2[C:6](=[CH:7][CH:8]=[CH:9][CH:10]=2)[CH2:5]1.O.NN>C(O)C>[CH3:1][O:2][CH2:3][C:4]1([NH2:13])[CH2:12][C:11]2[C:6](=[CH:7][CH:8]=[CH:9][CH:10]=2)[CH2:5]1 |f:1.2|. Procedure: A mixture of 2-(2-methoxymethylindan-2-yl)-isoindole-1,3-dione (0.30 g, 0.976 mmol) and hydrazine hydrate (47 μl, 0.976 mmol) in 95% ethanol (15 ml) is heated to reflux for 45 hours. Further hydrazine hydrate (9.4 μl, 0.976 mmol) is added and the reaction refluxed for an additional 16 hours, followed by addition of a final portion of hydrazine hydrate (9.4 μl, 0.976 mmol) and a further 16 hours reflux. After cooling, the resultant suspension is filtered and the filter cake washed with ethanol. T... The reactants are Fc1cccc(CNc2cccc(Br)n2)c1, COCCOC, CCOC(C)=O, CO, OB(O)c1cc(F)ncc1Cl, [Na+], [Na+], O=C([O-])[O-]. Product: Fc1cccc(CNc2cccc(-c3cc(F)ncc3Cl)n2)c1. Reaction SMILES: [Br:1][c:2]1[cH:3][cH:4][cH:5][c:6]([NH:8][CH2:9][c:10]2[cH:11][c:12]([F:16])[cH:13][cH:14][cH:15]2)[n:7]1.[CH3:28][O:29][CH2:30][CH2:31][O:32][CH3:33].[CH3:40][CH2:41][O:42][C:43](=[O:44])[CH3:45].[CH3:46][OH:47].[Cl:17][c:18]1[c:19]([B:25]([OH:26])[OH:27])[cH:20][c:21]([F:24])[n:22][cH:23]1.[Na+:34].[Na+:35].[O-:36][C:37](=[O:38])[O-:39]>>[c:2]1(-[c:19]2[c:18]([Cl:17])[cH:23][n:22][c:21]([F:24])[cH:20]2)[cH:3][cH:4][cH:5][c:6]([NH:8][CH2:9][c:10]2[cH:11][c:12]([F:16])[cH:13][cH:14][cH:15]2)[n:7]1. Starting materials: CC(C)(C)OC(=O)N1CC2CNCC2C1, Cc1ccccc1CNC(=O)c1cncc(Cl)n1, CS(C)=O, [Na+], [Na+], O=C([O-])[O-]. Product: Cc1ccccc1CNC(=O)c1cncc(N2CC3CN(C(=O)OC(C)(C)C)CC3C2)n1. RXN SMILES: [CH2:19]1[N:20]([C:27](=[O:28])[O:29][C:30]([CH3:31])([CH3:32])[CH3:33])[CH2:21][CH:22]2[CH:23]1[CH2:24][NH:25][CH2:26]2.[CH3:1][c:2]1[c:3]([CH2:4][NH:5][C:6](=[O:7])[c:8]2[n:9][c:10]([Cl:14])[cH:11][n:12][cH:13]2)[cH:15][cH:16][cH:17][cH:18]1.[CH3:40][S:41]([CH3:42])=[O:43].[Na+:34].[Na+:35].[O-:36][C:37](=[O:38])[O-:39]>>[CH3:1][c:2]1[c:3]([CH2:4][NH:5][C:6](=[O:7])[c:8]2[n:9][c:10]([N:25]3[CH2:24][CH:23]4[CH2:19][N:20]([C:27](=[O:28])[O:29][C:30]([CH3:31])([CH3:32])[CH3:33])[CH2:21][CH:22]4[CH2:26]3)[cH:11][n:12][cH:13]2)[cH:15][cH:16][cH:17][cH:18]1. Reactants: CC(=O)c1ccc(OCCBr)cc1, [I-], [Na+], [Na+], [Na+], O=C([O-])[O-], OCc1cc(O)cc(CO)c1. Yields the product CC(=O)c1ccc(OCCOc2cc(CO)cc(CO)c2)cc1. As a reaction SMILES: [Br:20][CH2:21][CH2:22][O:23][c:24]1[cH:25][cH:26][c:27]([C:30]([CH3:31])=[O:32])[cH:28][cH:29]1.[I-:19].[Na+:12].[Na+:13].[Na+:18].[O-:14][C:15](=[O:16])[O-:17].[OH:1][c:2]1[cH:3][c:4]([CH2:10][OH:11])[cH:5][c:6]([CH2:8][OH:9])[cH:7]1>>[O:1]([c:2]1[cH:3][c:4]([CH2:10][OH:11])[cH:5][c:6]([CH2:8][OH:9])[cH:7]1)[CH2:21][CH2:22][O:23][c:24]1[cH:25][cH:26][c:27]([C:30]([CH3:31])=[O:32])[cH:28][cH:29]1.